This data is from the Open Reaction Database (ORD), a public repository of structured organic reaction records. The task is: describe an organic reaction: reactants, conditions, products, and yield The reactants are Cuprous iodide, ClC1=C(C2=C(CC(O2)C(=O)Cl)C=C1C(C1=CC=CS1)=O)Cl (6,7-dichloro-2,3-dihydro-5-(2-thenoyl)benzofuran-2-carbonyl chloride), CO (methanol), CaSO4, C[Li] (Methyl lithium), [Cl-].[NH4+] (ammonium chloride). Run at temperature 0 celsius, time 15 minute. Yields the product C(C)(=O)C1OC2=C(C1)C=C(C(=C2Cl)Cl)C(C2=CC=CS2)=O (2-acetyl-6,7-dichloro-2,3-dihydro-5-(2-thenoyl)benzofuran). RXN SMILES: [CH3:1][Li].[Cl:3][C:4]1[C:15]([C:16](=[O:22])[C:17]2[S:21][CH:20]=[CH:19][CH:18]=2)=[CH:14][C:7]2[CH2:8][CH:9]([C:11](Cl)=[O:12])[O:10][C:6]=2[C:5]=1[Cl:23].CO.[Cl-].[NH4+]>>[C:11]([CH:9]1[CH2:8][C:7]2[CH:14]=[C:15]([C:16](=[O:22])[C:17]3[S:21][CH:20]=[CH:19][CH:18]=3)[C:4]([Cl:3])=[C:5]([Cl:23])[C:6]=2[O:10]1)(=[O:12])[CH3:1] |f:3.4|. Reported procedure: Cuprous iodide (5.7 g., 0.03 mole) is placed in a 250 ml. three-necked round-bottom flask equipped with a magnetic stirring bar, septum stopper, nitrogen inlet and CaSO4 drying tube. The flask is flame dried while purging it with nitrogen. Diethyl ether (80 ml.) is added and the flask is cooled to 0° C. Methyl lithium (42.8 ml. of 1.4 M solution, 0.06 mole) is added to the stirred mixture. After ten minutes at 0° C. the temperature is lowered to -78° C. A cooled etheral solution (25 ml.) of 6,7-...